This data is from the Open Reaction Database (ORD), a public repository of structured organic reaction records. The task is: describe an organic reaction: reactants, conditions, products, and yield Starting materials: C(=O)(N1C=NC=C1)N1C=NC=C1 (1,1′-Carbonyldiimidazole), CC1=CC=C(C=C1)S(=O)(=O)OC[C@H]1COC2=C(O1)C(=C(C=C2)NC(=O)OC)O ({(2R)-8-hydroxy-7-[(methoxycarbonyl)amino]-2,3-dihydro-1,4-benzodioxin-2-yl}-methyl 4-methylbenzenesulfonate). Run in C(Cl)Cl (methylene chloride). Run at time 0.5 hour. Yields the product CC1=CC=C(C=C1)S(=O)(=O)OCC1OC2=C(C=CC=3NC(OC32)=O)OC1 ([2-Oxo-2,3,7,8-tetrahydro[4,1]dioxino[2,3-g][1,3]benzoxazol-8-yl]methyl 4-methylbenzenesulfonate). Reaction SMILES: C(N1C=CN=C1)(N1C=CN=C1)=O.[CH3:13][C:14]1[CH:19]=[CH:18][C:17]([S:20]([O:23][CH2:24][C@@H:25]2[O:30][C:29]3[C:31]([OH:40])=[C:32]([NH:35][C:36]([O:38]C)=O)[CH:33]=[CH:34][C:28]=3[O:27][CH2:26]2)(=[O:22])=[O:21])=[CH:16][CH:15]=1>C(Cl)Cl>[CH3:13][C:14]1[CH:15]=[CH:16][C:17]([S:20]([O:23][CH2:24][CH:25]2[CH2:26][O:27][C:28]3[CH:34]=[CH:33][C:32]4[NH:35][C:36](=[O:38])[O:40][C:31]=4[C:29]=3[O:30]2)(=[O:22])=[O:21])=[CH:18][CH:19]=1. Procedure details: 1,1′-Carbonyldiimidazole (6.45 g, 39.6 mmole) was added to a solution of {(2R)-8-hydroxy-7-[(methoxycarbonyl)amino]-2,3-dihydro-1,4-benzodioxin-2-yl}-methyl 4-methylbenzenesulfonate (5.40 g, 13.2 mmole) in methylene chloride (400 mL), the solution was refluxed for 4 hours under nitrogen. The solvent was then removed in vacuum and was replaced with 2N aqueous HCl (150 mL). After the mixture had been stirred for 0.5 hour at room temperature, a white solid precipitate, the (R)-enantiomer of the tit... The reactants are c1ccc(COc2ccc3c(c2)ncc2nc4n(c23)CCOC4)cc1, ClCCl, [NH4+], [OH-], O=C(OO)c1cccc(Cl)c1, Cc1ccc(S(=O)(=O)Cl)cc1. The product is Nc1nc2cc(OCc3ccccc3)ccc2c2c1nc1n2CCOC1. As a reaction SMILES: [CH2:1]([c:2]1[cH:3][cH:4][cH:5][cH:6][cH:7]1)[O:8][c:9]1[cH:10][cH:11][c:12]2[c:13]3[c:14]([cH:15][n:16][c:17]2[cH:18]1)[n:19][c:20]1[n:21]3[CH2:22][CH2:23][O:24][CH2:25]1.[Cl:50][CH2:51][Cl:52].[NH4+:37].[OH-:38].[OH:26][O:27][C:28]([c:29]1[cH:30][c:31]([Cl:32])[cH:33][cH:34][cH:35]1)=[O:36].[c:39]1([CH3:40])[cH:41][cH:42][c:43]([S:44]([Cl:45])(=[O:46])=[O:47])[cH:48][cH:49]1>>[CH2:1]([c:2]1[cH:3][cH:4][cH:5][cH:6][cH:7]1)[O:8][c:9]1[cH:10][cH:11][c:12]2[c:13]3[c:14]([c:15]([NH2:37])[n:16][c:17]2[cH:18]1)[n:19][c:20]1[n:21]3[CH2:22][CH2:23][O:24][CH2:25]1. Starting materials: BrC1=C(C=C(C=C1)C1=NC=CC=N1)CBr (2-[4-Bromo-3-(bromomethyl)phenyl]-pyrimidine), C[N+](C)(C)[O-] (trimethylamine N-oxide), ice water. The solvent is CS(=O)C (dimethylsulfoxide). Conditions: temperature 55 celsius, time 12 hour. Yields the product BrC1=C(C=O)C=C(C=C1)C1=NC=CC=N1 (2-Bromo-5-(2-pyrimidinyl)benzaldehyde). As a reaction SMILES: [Br:1][C:2]1[CH:7]=[CH:6][C:5]([C:8]2[N:13]=[CH:12][CH:11]=[CH:10][N:9]=2)=[CH:4][C:3]=1[CH2:14]Br.C[N+]([O-:20])(C)C>CS(C)=O>[Br:1][C:2]1[CH:7]=[CH:6][C:5]([C:8]2[N:13]=[CH:12][CH:11]=[CH:10][N:9]=2)=[CH:4][C:3]=1[CH:14]=[O:20]. Reported procedure: To a solution of 1.75 g of the crude title compound of Step D in 6 mL of anhydrous dimethylsulfoxide ("DMSO") under argon, 3.0 g of anhydrous trimethylamine N-oxide (prepared as described in Soderquist et al., Tet. Letters., 27, 3961 (1986); this compound is also commercially available) were added and the mixture stirred at 55° C. for 12 hrs. The mixture was then cooled and added to 100 mL of ice/water and extracted with 3×50 mL of EtOAc. The combined organic extracts were washed once with 100 m... Reactants: [BH4-].[Na+] (sodium borohydride), C(C1=CC=CC=C1)OC(NCCCCN)=O ((4-amino-butyl)-carbamic acid benzyl ester), C(OC)(OC)OC (trimethyl orthoformate), C(C)(C)(C)OC(NCC1=CC=C(C=C1)C=O)=O ((4-formyl-benzyl)-carbamic acid t-butyl ester). Solvent: CO (methanol). Run at time 15.5 hour. Yields the product C(C1=CC=CC=C1)OC(NCCCCNCC1=CC=C(C=C1)CNC(=O)OC(C)(C)C)=O ({4-[4-(t-butoxycarbonylamino-methyl)-benzylamino]-butyl}-carbamic acid benzyl ester). Yield: 64.3%. As a reaction SMILES: [C:1]([O:5][C:6](=[O:17])[NH:7][CH2:8][C:9]1[CH:14]=[CH:13][C:12]([CH:15]=O)=[CH:11][CH:10]=1)([CH3:4])([CH3:3])[CH3:2].[CH2:18]([O:25][C:26](=[O:33])[NH:27][CH2:28][CH2:29][CH2:30][CH2:31][NH2:32])[C:19]1[CH:24]=[CH:23][CH:22]=[CH:21][CH:20]=1.C(OC)(OC)OC.[BH4-].[Na+]>CO>[CH2:18]([O:25][C:26](=[O:33])[NH:27][CH2:28][CH2:29][CH2:30][CH2:31][NH:32][CH2:15][C:12]1[CH:13]=[CH:14][C:9]([CH2:8][NH:7][C:6]([O:5][C:1]([CH3:4])([CH3:3])[CH3:2])=[O:17])=[CH:10][CH:11]=1)[C:19]1[CH:24]=[CH:23][CH:22]=[CH:21][CH:20]=1 |f:3.4|. Procedure: The compound (951.6 mg) obtained in Example 103-3 was dissolved in anhydrous methanol (38 ml) and added with (4-amino-butyl)-carbamic acid benzyl ester (898.0 mg) and trimethyl orthoformate (1.33 ml), followed by stirring at room temperature for 15.5 hours. After that, the solution was cooled with ice and added with sodium borohydride (458.5 mg), followed by stirring at room temperature for 1.5 hours. After the reaction, the solvent was distilled off and the residue was then added with water, fo... Starting materials: C(C1=CC=CC=C1)NCC1=CC=CC=C1 (dibenzylamine), BrCC(=O)C=1C=C(NS(=O)(=O)C)C=CC1F (3'-(2-Bromoacetyl)-4'-fluoromethanesulfonanilide), O (water). Run in CN(C=O)C (N,N-dimethylformamide), CN(C=O)C (N,N-dimethylformamide). Yields the product C(C1=CC=CC=C1)N(CC(=O)C=1C=C(NS(=O)(=O)C)C=CC1F)CC1=CC=CC=C1 (3'-(2-dibenzylaminoacetyl)-4'-fluoromethanesulfonanilide). Isolated yield 84.8%. Reaction SMILES: Br[CH2:2][C:3]([C:5]1[CH:6]=[C:7]([CH:13]=[CH:14][C:15]=1[F:16])[NH:8][S:9]([CH3:12])(=[O:11])=[O:10])=[O:4].[CH2:17]([NH:24][CH2:25][C:26]1[CH:31]=[CH:30][CH:29]=[CH:28][CH:27]=1)[C:18]1[CH:23]=[CH:22][CH:21]=[CH:20][CH:19]=1.O>CN(C)C=O>[CH2:25]([N:24]([CH2:17][C:18]1[CH:23]=[CH:22][CH:21]=[CH:20][CH:19]=1)[CH2:2][C:3]([C:5]1[CH:6]=[C:7]([CH:13]=[CH:14][C:15]=1[F:16])[NH:8][S:9]([CH3:12])(=[O:11])=[O:10])=[O:4])[C:26]1[CH:31]=[CH:30][CH:29]=[CH:28][CH:27]=1. Procedure: 3'-(2-Bromoacetyl)-4'-fluoromethanesulfonanilide (30 g) was dissolved in 200 ml of N,N-dimethylformamide, a solution of 38 g of dibenzylamine in N,N-dimethylformamide was added with ice-cooling and stirring and the mixture was made to react at room temperature for 1 hour. The reaction mixture was added to water followed by extracting with ethyl acetate. The extract was washed with water, dried, the solvent was evaporated therefrom and the residue was crystallized from diisopropyl ether to give 3... Reactants: C(O)([O-])=O.[Na+] (sodium hydrogen carbonate), C1(=CC=CC=C1)P(C1=CC=CC=C1)C1=CC=CC=C1 (triphenylphosphine), C(Br)(Br)(Br)Br (carbon tetrabromide), C1(CCCCC1)NC1=C(C=C2C(C(=CN(C2=C1)C(CC)CC)CCCCO)=O)F (7-(cyclohexylamino)-1-(1-ethylpropyl)-6-fluoro-3-(4-hydroxybutyl)quinolin-4(1H)-one). Run in ClCCCl (1,2-dichloroethane). Run at time 15 minute. Yields the product BrCCCCC1=CN(C2=CC(=C(C=C2C1=O)F)NC1CCCCC1)C(CC)CC (3-(4-bromobutyl)-7-(cyclohexylamino)-1-(1-ethylpropyl)-6-fluoroquinolin-4(1H)-one). Isolated yield 33.9%. RXN SMILES: [CH:1]1([NH:7][C:8]2[CH:17]=[C:16]3[C:11]([C:12](=[O:28])[C:13]([CH2:23][CH2:24][CH2:25][CH2:26]O)=[CH:14][N:15]3[CH:18]([CH2:21][CH3:22])[CH2:19][CH3:20])=[CH:10][C:9]=2[F:29])[CH2:6][CH2:5][CH2:4][CH2:3][CH2:2]1.C1(P(C2C=CC=CC=2)C2C=CC=CC=2)C=CC=CC=1.C(Br)(Br)(Br)[Br:50].C(=O)([O-])O.[Na+]>ClCCCl>[Br:50][CH2:26][CH2:25][CH2:24][CH2:23][C:13]1[C:12](=[O:28])[C:11]2[C:16](=[CH:17][C:8]([NH:7][CH:1]3[CH2:6][CH2:5][CH2:4][CH2:3][CH2:2]3)=[C:9]([F:29])[CH:10]=2)[N:15]([CH:18]([CH2:21][CH3:22])[CH2:19][CH3:20])[CH:14]=1 |f:3.4|. Reported procedure: 199 mg of 7-(cyclohexylamino)-1-(1-ethylpropyl)-6-fluoro-3-(4-hydroxybutyl)quinolin-4(1H)-one was dissolved in 11 ml of 1,2-dichloroethane, and 257 mg of triphenylphosphine and 405 mg of carbon tetrabromide were added at room temperature, followed by stirring for 15 minutes. Aqueous saturated sodium hydrogen carbonate was added to the reaction mixture, followed by extraction with chloroform, washing with aqueous saturated sodium chloride, drying over anhydrous sodium sulfate and then concentrati... As a reaction SMILES: [CH3:33][OH:34].[Na+:32].[O:35]1[CH2:36][CH2:37][CH2:38][CH2:39]1.[OH-:31].[s:1]1[c:2](-[c:10]2[o:11][c:12]([CH3:30])[c:13]([CH2:15][CH2:16][O:17][c:18]3[cH:19][cH:20][c:21]([CH2:24][CH2:25][C:26](=[O:27])[O:28][CH3:29])[cH:22][cH:23]3)[n:14]2)[cH:3][c:4]2[c:5]1[cH:6][cH:7][cH:8][cH:9]2>>[s:1]1[c:2](-[c:10]2[o:11][c:12]([CH3:30])[c:13]([CH2:15][CH2:16][O:17][c:18]3[cH:19][cH:20][c:21]([CH2:24][CH2:25][C:26](=[O:27])[OH:28])[cH:22][cH:23]3)[n:14]2)[cH:3][c:4]2[c:5]1[cH:6][cH:7][cH:8][cH:9]2. Product: Cc1oc(-c2cc3ccccc3s2)nc1CCOc1ccc(CCC(=O)O)cc1. The reactants are CO, [Na+], C1CCOC1, [OH-], COC(=O)CCc1ccc(OCCc2nc(-c3cc4ccccc4s3)oc2C)cc1. The reactants are OCc1cc(O)cc(Br)c1, O=C([O-])[O-], CCOC(=O)CCCOc1cccc(CCCCCCBr)c1CCC(=O)OCC, CN(C)C=O, CC(C)=O, Cl, [K+], [K+], O. The product is CCOC(=O)CCCOc1cccc(CCCCCCOc2cc(Br)cc(CO)c2)c1CCC(=O)OCC. Reaction SMILES: [Br:30][c:31]1[cH:32][c:33]([OH:39])[cH:34][c:35]([CH2:37][OH:38])[cH:36]1.[C:40](=[O:41])([O-:42])[O-:43].[CH2:1]([CH3:2])[O:3][C:4]([CH2:5][CH2:6][CH2:7][O:8][c:9]1[c:10]([CH2:22][CH2:23][C:24](=[O:25])[O:26][CH2:27][CH3:28])[c:11]([CH2:15][CH2:16][CH2:17][CH2:18][CH2:19][CH2:20][Br:21])[cH:12][cH:13][cH:14]1)=[O:29].[CH3:46][N:47]([CH3:48])[CH:49]=[O:50].[CH3:51][C:52](=[O:53])[CH3:54].[ClH:56].[K+:44].[K+:45].[OH2:55]>>[CH2:1]([CH3:2])[O:3][C:4]([CH2:5][CH2:6][CH2:7][O:8][c:9]1[c:10]([CH2:22][CH2:23][C:24](=[O:25])[O:26][CH2:27][CH3:28])[c:11]([CH2:15][CH2:16][CH2:17][CH2:18][CH2:19][CH2:20][O:39][c:33]2[cH:32][c:31]([Br:30])[cH:36][c:35]([CH2:37][OH:38])[cH:34]2)[cH:12][cH:13][cH:14]1)=[O:29].